This data is from the Open Reaction Database (ORD), a public repository of structured organic reaction records. The task is: describe an organic reaction: reactants, conditions, products, and yield Reactants: CO, CC(C)c1ccc2[nH]nc(C(=O)O)c2c1, O=S(=O)(O)O. Product: COC(=O)c1n[nH]c2ccc(C(C)C)cc12. As a reaction SMILES: [CH3:21][OH:22].[CH:1]([CH3:2])([CH3:3])[c:4]1[cH:5][c:6]2[c:7]([C:13](=[O:14])[OH:15])[n:8][nH:9][c:10]2[cH:11][cH:12]1.[S:16](=[O:17])(=[O:18])([OH:19])[OH:20]>>[CH:1]([CH3:2])([CH3:3])[c:4]1[cH:5][c:6]2[c:7]([C:13](=[O:14])[O:15][CH3:21])[n:8][nH:9][c:10]2[cH:11][cH:12]1. Starting materials: O=CNc1nc(Cl)c2ncn(OCc3ccccc3)c2n1, CC(=O)O, CC[O-], CCO, [Na+]. The product is Nc1nc(Cl)c2ncn(OCc3ccccc3)c2n1. Reaction SMILES: [CH2:1]([c:2]1[cH:3][cH:4][cH:5][cH:6][cH:7]1)[O:8][n:9]1[c:10]2[n:11][c:12]([NH:19][CH:20]=[O:21])[n:13][c:14]([Cl:18])[c:15]2[n:16][cH:17]1.[CH3:22][C:23](=[O:24])[OH:25].[CH3:27][CH2:28][O-:29].[CH3:30][CH2:31][OH:32].[Na+:26]>>[CH2:1]([c:2]1[cH:3][cH:4][cH:5][cH:6][cH:7]1)[O:8][n:9]1[c:10]2[n:11][c:12]([NH2:19])[n:13][c:14]([Cl:18])[c:15]2[n:16][cH:17]1. The reactants are C(CCCCCCCCCC)N1C(=NC(C(=C1)CC=1C=NC(N(C1)CC(=O)O)=O)=O)SCC1=CC=C(C=C1)F (1-undecyl-2-(4-fluorobenzyl)thio-5-(1-(carboxymethyl)-2-oxopyrimid-5-ylmethyl)pyrimidin-4-one), Cl.CNC (dimethylamine hydrochloride), C(C)(C)N(CC)C(C)C (diisopropylethylamine), OC1=CC=CC=2NN=NC21 (hydroxybenzotriazole), Cl.CN(CCCN=C=NCC)C (1-(3-dimethylaminopropyl)-3-ethylcarbodiimide hydrochloride). Solvent: C(Cl)Cl (methylene chloride), CO (methanol), C(Cl)Cl (methylene chloride), C([O-])([O-])=O.[K+].[K+] (potassium carbonate). Conditions: time 24 hour. The product is C(CCCCCCCCCC)N1C(=NC(C(=C1)CC=1C=NC(N(C1)CC(=O)N(C)C)=O)=O)SCC1=CC=C(C=C1)F (1-(1-Undecyl)-2-(4-fluorobenzyl)thio-5-(1-(dimethylaminocarbonylmethyl)-2-oxopyrimid-5-ylmethyl)pyrimidin4-one). RXN SMILES: [CH2:1]([N:12]1[CH:17]=[C:16]([CH2:18][C:19]2[CH:20]=[N:21][C:22](=[O:29])[N:23]([CH2:25][C:26](O)=[O:27])[CH:24]=2)[C:15](=[O:30])[N:14]=[C:13]1[S:31][CH2:32][C:33]1[CH:38]=[CH:37][C:36]([F:39])=[CH:35][CH:34]=1)[CH2:2][CH2:3][CH2:4][CH2:5][CH2:6][CH2:7][CH2:8][CH2:9][CH2:10][CH3:11].Cl.[CH3:41][NH:42][CH3:43].C(N(C(C)C)CC)(C)C.OC1C2N=NNC=2C=CC=1.Cl.CN(C)CCCN=C=NCC>C(Cl)Cl.CO.C(=O)([O-])[O-].[K+].[K+]>[CH2:1]([N:12]1[CH:17]=[C:16]([CH2:18][C:19]2[CH:20]=[N:21][C:22](=[O:29])[N:23]([CH2:25][C:26]([N:42]([CH3:43])[CH3:41])=[O:27])[CH:24]=2)[C:15](=[O:30])[N:14]=[C:13]1[S:31][CH2:32][C:33]1[CH:34]=[CH:35][C:36]([F:39])=[CH:37][CH:38]=1)[CH2:2][CH2:3][CH2:4][CH2:5][CH2:6][CH2:7][CH2:8][CH2:9][CH2:10][CH3:11] |f:1.2,5.6,9.10.11|. Procedure details: A mixture of 1-undecyl-2-(4-fluorobenzyl)thio-5-(1-(carboxymethyl)-2-oxopyrimid-5-ylmethyl)pyrimidin-4-one, dimethylamine hydrochloride (0.02 g), diisopropylethylamine (0.045 ml), hydroxybenzotriazole (0.005 g) and 1-(3-dimethylaminopropyl)-3-ethylcarbodiimide hydrochloride (0.045 g) in dry methylene chloride were stirred together for 24 h and diluted with 3% methanol in methylene chloride and 5% aqueous potassium carbonate. The organic layer was added directly to a SepPak cartridge (SiO2, 10 g)... Reactants: C(C)(C)(C)C=1C=C(C=C(C1O)C(C)(C)C)NC1=CC(=NC=2N1N=CC2C(=O)OCC)C (7-(3,5-di-t-butyl-4-hydroxyphenyl)amino-3-ethoxycarbonyl-5-methyl-pyrazolo[1,5-a]pyrimidine), [H-].[H-].[H-].[H-].[Li+].[Al+3] (LiAlH4), [H-].[H-].[H-].[H-].[Li+].[Al+3] (LiAlH4), C(C)(=O)OCC (ethyl acetate), O (water). Solvent: C1CCOC1 (THF), CCOCC (ether). Run at time 30 minute. Yields the product C(C)(C)(C)C=1C=C(C=C(C1O)C(C)(C)C)NC1=CC(=NC=2N1N=CC2CO)C (7-(3,5-di-t-butyl-4-hydroxyphenyl)amino-3-hydroxymethyl-5-methylpyrazolo[1,5-a]pyrimidine). Yield: 72.9%. RXN SMILES: [H-].[H-].[H-].[H-].[Li+].[Al+3].[C:7]([C:11]1[CH:12]=[C:13]([NH:22][C:23]2[N:28]3[N:29]=[CH:30][C:31]([C:32](OCC)=[O:33])=[C:27]3[N:26]=[C:25]([CH3:37])[CH:24]=2)[CH:14]=[C:15]([C:18]([CH3:21])([CH3:20])[CH3:19])[C:16]=1[OH:17])([CH3:10])([CH3:9])[CH3:8].C(OCC)(=O)C.O>CCOCC.C1COCC1>[C:7]([C:11]1[CH:12]=[C:13]([NH:22][C:23]2[N:28]3[N:29]=[CH:30][C:31]([CH2:32][OH:33])=[C:27]3[N:26]=[C:25]([CH3:37])[CH:24]=2)[CH:14]=[C:15]([C:18]([CH3:21])([CH3:20])[CH3:19])[C:16]=1[OH:17])([CH3:8])([CH3:9])[CH3:10] |f:0.1.2.3.4.5|. Procedure: To a suspension of LiAlH4 (840 mg) in anhydrous ether (50 ml) is added dropwise a solution of 7-(3,5-di-t-butyl-4-hydroxyphenyl)amino-3-ethoxycarbonyl-5-methyl-pyrazolo[1,5-a]pyrimidine (3.5 g) prepared in Example 10 in dry THF (50 ml) with ice-cooling, and the mixture is stirred at the same temperature for 30 minutes, and further stirred at room temperature for one hour. To the mixture are added ethyl acetate and water to decompose excess LiAlH4, and the mixture is filtered with celite. The fil... Reactants: BrC1=CC=C(C=C1)C1=C(C=NO1)C(=O)O (5-(4-bromophenyl)isoxazole-4-carboxylic acid), C(C)NCC (diethylamine). The product is BrC1=CC=C(C=C1)C1=C(C=NO1)C(=O)N(CC)CC (5-(4-Bromophenyl)-N,N-diethylisoxazole-4-carboxamide), solid. RXN SMILES: [Br:1][C:2]1[CH:7]=[CH:6][C:5]([C:8]2[O:12][N:11]=[CH:10][C:9]=2[C:13]([OH:15])=O)=[CH:4][CH:3]=1.[CH2:16]([NH:18][CH2:19][CH3:20])[CH3:17]>>[Br:1][C:2]1[CH:3]=[CH:4][C:5]([C:8]2[O:12][N:11]=[CH:10][C:9]=2[C:13]([N:18]([CH2:19][CH3:20])[CH2:16][CH3:17])=[O:15])=[CH:6][CH:7]=1. Procedure: The title compound was prepared from 5-(4-bromophenyl)isoxazole-4-carboxylic acid (13.4 mg, 0.050 mmol) and diethylamine (4.4 mg, 0.060 mmol) as described in synthetic method A and thereafter purified by preparative HPLC method A to give a solid (3.8 mg). MS (pos) m/z 323.0 and 325.0.